Dataset: the Open Reaction Database (ORD), a public repository of structured organic reaction records. Task: describe an organic reaction: reactants, conditions, products, and yield Procedure details: 2-Methyl-4-(5-methylthio-1,3,4-thiadiazol-2-yl)-semicarbazide (0.1 mole) dissolved in methanol (100 ml) is charged into a glass reaction vessel equipped with a mechanical stirrer and thermometer. Aqueous formaldehyde (0.2 mole; 37% concentration) is then added to the reaction vessel with stirring. Dilute aqueous potassium hydroxide is added to the reaction mixture to adjust the pH to between 7 and 8 and stirring is continued for a period of about 20 minutes resulting in the formation of a solid ... The solvent is CO (methanol). RXN SMILES: [CH3:1][N:2]([C:4]([NH:6][C:7]1[S:8][C:9]([S:12][CH3:13])=[N:10][N:11]=1)=[O:5])[NH2:3].[CH2:14]=O.[OH-].[K+]>CO>[CH3:1][N:2]1[C:4](=[O:5])[N:6]([C:7]2[S:8][C:9]([S:12][CH3:13])=[N:10][N:11]=2)[CH2:14][NH:3]1 |f:2.3|. Reaction conditions: time 20 minute. Reactants: C=O (formaldehyde), CN(N)C(=O)NC=1SC(=NN1)SC (2-Methyl-4-(5-methylthio-1,3,4-thiadiazol-2-yl)-semicarbazide), [OH-].[K+] (potassium hydroxide). The product is CN1NCN(C1=O)C=1SC(=NN1)SC (2-methyl-4-(5-methylthio-1,3,4-thiadiazol-2-yl)-1,2,4-triazolidin-3 -one).